The task is: describe an organic reaction: reactants, conditions, products, and yield. This data is from the Open Reaction Database (ORD), a public repository of structured organic reaction records. Starting materials: Cl (hydrochloric acid), solution, C(CCC)[Li] (butyllithium), C(C)I (ethyl iodide), C(C)(C)NC(C)C (diisopropylamine), C(#N)C=1C=C(C(=O)CCC(=O)O)C=CC1N1CCOCC1 (3-(3-cyano-4-morpholinobenzoyl)propionic acid), [H-].[Na+] (sodium hydride), C(C)I (ethyl iodide). The solvent is O (water), CCCCCC (hexane), CN(C=O)C (dimethylformamide). Reaction conditions: time 10 minute. Product: C(#N)C=1C=C(C(=O)C(CC(=O)O)CC)C=CC1N1CCOCC1 (3-(3-cyano-4-morpholinobenzoyl)valeric acid). As a reaction SMILES: [CH:1](NC(C)C)(C)[CH3:2].[C:8]([C:10]1[CH:11]=[C:12]([CH:20]=[CH:21][C:22]=1[N:23]1[CH2:28][CH2:27][O:26][CH2:25][CH2:24]1)[C:13]([CH2:15][CH2:16][C:17]([OH:19])=[O:18])=[O:14])#[N:9].[H-].[Na+].C([Li])CCC.C(I)C.Cl>CN(C)C=O.CCCCCC.O>[C:8]([C:10]1[CH:11]=[C:12]([CH:20]=[CH:21][C:22]=1[N:23]1[CH2:28][CH2:27][O:26][CH2:25][CH2:24]1)[C:13]([CH:15]([CH2:1][CH3:2])[CH2:16][C:17]([OH:19])=[O:18])=[O:14])#[N:9] |f:2.3|. Reported procedure: 4.9 ml of diisopropylamine and 10 g of 3-(3-cyano-4-morpholinobenzoyl)propionic acid are added to a suspension of 1.7 g of a 50% dispersion of sodium hydride in 35 ml of dimethylformamide and the mixture is heated for 5 minutes to reflux temperature. Then 28.9 ml of a 1.2 molar solution of butyllithium in hexane are added dropwise at -70° C. The reaction mixture is stirred for a further 10 minutes at -30° and then 2.8 ml of ethyl iodide are added at -70° C. The batch is stirred for a further 20 ... The reactants are C(Cl)Cl (DCM), C(C)(C)(C)OC(NCCCNC(=O)C=1C=C(C(=CC1)Cl)C1=CC=C(C=C1)C1=CC=CC=C1)=O ({3-[(6-Chloro-[1,1′;4′,1″]terphenyl-3-carbonyl)-amino]-propyl}-carbamic acid tert-butyl ester), FC(C(=O)O)(F)F (trifluoroacetic acid). Run in O (H2O). Reaction conditions: time 1 hour. The product is NCCCNC(=O)C=1C=C(C(=CC1)Cl)C1=CC=C(C=C1)C1=CC=CC=C1 (6-Chloro-[1,1′;4′,1″]terphenyl-3-carboxylic acid (3-amino-propyl)-amide). Yield: 73.5%. Reaction SMILES: C(Cl)Cl.C(OC(=O)[NH:10][CH2:11][CH2:12][CH2:13][NH:14][C:15]([C:17]1[CH:18]=[C:19]([C:24]2[CH:29]=[CH:28][C:27]([C:30]3[CH:35]=[CH:34][CH:33]=[CH:32][CH:31]=3)=[CH:26][CH:25]=2)[C:20]([Cl:23])=[CH:21][CH:22]=1)=[O:16])(C)(C)C.FC(F)(F)C(O)=O>O>[NH2:10][CH2:11][CH2:12][CH2:13][NH:14][C:15]([C:17]1[CH:18]=[C:19]([C:24]2[CH:29]=[CH:28][C:27]([C:30]3[CH:35]=[CH:34][CH:33]=[CH:32][CH:31]=3)=[CH:26][CH:25]=2)[C:20]([Cl:23])=[CH:21][CH:22]=1)=[O:16]. Procedure: To an oven dried 10 mL round bottom flask was added 5 mL of DCM, 10 mg (0.022 mmol) of 328, 1.5 mL trifluoroacetic acid (TFA), and 50 μL H2O. The solution was stirred for 1 hour and quenched with 1 mL of saturated NaHCO3. The product was taken up in 10 mL of DCM and washed with (3×5 mL) H2O and dried over Na2SO4. The organic solution was rotary evaporated to leave 5.9 mg of a pale yellow oil (73.6% yield). MS (ES+) m/z 365 (M+H); HPLC (214 nm), rt 7.06 min, 99.8%. Starting materials: [BH4-], CO, [Li+], C1CCOC1, COC(=O)c1cc(O)cc(Nc2ccn(COCC[Si](C)(C)C)n2)n1. The product is C[Si](C)(C)CCOCn1ccc(Nc2cc(O)cc(CO)n2)n1. Reaction SMILES: [BH4-:26].[CH3:33][OH:34].[Li+:27].[O:28]1[CH2:29][CH2:30][CH2:31][CH2:32]1.[OH:1][c:2]1[cH:3][c:4]([C:22](=[O:23])[O:24][CH3:25])[n:5][c:6]([NH:8][c:9]2[n:10][n:11]([CH2:14][O:15][CH2:16][CH2:17][Si:18]([CH3:19])([CH3:20])[CH3:21])[cH:12][cH:13]2)[cH:7]1>>[OH:1][c:2]1[cH:3][c:4]([CH2:22][OH:23])[n:5][c:6]([NH:8][c:9]2[n:10][n:11]([CH2:14][O:15][CH2:16][CH2:17][Si:18]([CH3:19])([CH3:20])[CH3:21])[cH:12][cH:13]2)[cH:7]1. Run at time 8 hour. The solvent is C(Cl)Cl (methylene chloride). Reported procedure: Celite (66 g) was added to a solution of 4-hydroxy-N-CBZ-piperidine (18 g, 76.5 mmol) in methylene chloride (500 ml), followed by pyridinium chlorochromate (33 g, 153 mmol). The mixture was stirred overnight, and then isopropyl alcohol (12 ml) was added over a period of 3 hours. The reaction mixture was filtered through silica gel and the filter cake was repeatedly rinsed with methylene chloride and ethyl acetate. The combined filtrates were evaporated under reduced pressure. Silica gel chromato... RXN SMILES: [OH:1][CH:2]1[CH2:7][CH2:6][N:5]([C:8]([O:10][CH2:11][C:12]2[CH:17]=[CH:16][CH:15]=[CH:14][CH:13]=2)=[O:9])[CH2:4][CH2:3]1.[Cr](Cl)([O-])(=O)=O.[NH+]1C=CC=CC=1.C(O)(C)C>C(Cl)Cl>[O:1]=[C:2]1[CH2:3][CH2:4][N:5]([C:8]([O:10][CH2:11][C:12]2[CH:17]=[CH:16][CH:15]=[CH:14][CH:13]=2)=[O:9])[CH2:6][CH2:7]1 |f:1.2|. Reactants: [Cr](=O)(=O)([O-])Cl.[NH+]1=CC=CC=C1 (pyridinium chlorochromate), OC1CCN(CC1)C(=O)OCC1=CC=CC=C1 (4-hydroxy-N-CBZ-piperidine), C(C)(C)O (isopropyl alcohol). Product: O=C1CCN(CC1)C(=O)OCC1=CC=CC=C1 (4-oxo-N-CBZ-piperidine). Reactants: NC(=O)c1cccc(Cl)c1[N+](=O)[O-], CN(C)C=O, O=S(Cl)Cl. The product is N#Cc1cccc(Cl)c1[N+](=O)[O-]. As a reaction SMILES: [Cl:1][c:2]1[c:3]([N+:11](=[O:12])[O-:13])[c:4]([C:5](=[O:6])[NH2:7])[cH:8][cH:9][cH:10]1.[O:18]=[CH:19][N:20]([CH3:21])[CH3:22].[S:14]([Cl:15])([Cl:16])=[O:17]>>[Cl:1][c:2]1[c:3]([N+:11](=[O:12])[O-:13])[c:4]([C:5]#[N:7])[cH:8][cH:9][cH:10]1. The reactants are C1=C(C=CC=2C(C3=CC4=CC=CC=C4C=C3C(C12)=O)=O)C(C(=O)OC)C(=O)OC (dimethyl (2-naphthacene-5,12-dionyl)-malonate), Cl (HCl). Run in C(C)(=O)O (acetic acid). The product is C1=C(C=CC=2C(C3=CC4=CC=CC=C4C=C3C(C12)=O)=O)CC(=O)O ((2-Naphthacene-5,12-dionyl)-acetic acid). As a reaction SMILES: [CH:1]1[C:18]2[C:17](=[O:19])[C:16]3[C:7](=[CH:8][C:9]4[C:14]([CH:15]=3)=[CH:13][CH:12]=[CH:11][CH:10]=4)[C:6](=[O:20])[C:5]=2[CH:4]=[CH:3][C:2]=1[CH:21](C(OC)=O)[C:22]([O:24]C)=[O:23].Cl>C(O)(=O)C>[CH:1]1[C:18]2[C:17](=[O:19])[C:16]3[C:7](=[CH:8][C:9]4[C:14]([CH:15]=3)=[CH:13][CH:12]=[CH:11][CH:10]=4)[C:6](=[O:20])[C:5]=2[CH:4]=[CH:3][C:2]=1[CH2:21][C:22]([OH:24])=[O:23]. Procedure details: 8 g (20.6 mmol) of dimethyl (2-naphthacene-5,12-dionyl)-malonate (Example 36), 60 ml of glacial acetic acid and 60 ml of concentrated HCl solution are stirred under reflux for 4.5 hours. The mixture is poured onto ice/water. The crystals are filtered off, washed with diethyl ether and recrystallized from THF/pentane. Yield 4.88 g (75%); melting point >220° C.